This data is from the Open Reaction Database (ORD), a public repository of structured organic reaction records. The task is: describe an organic reaction: reactants, conditions, products, and yield Reactants: C1(=CC=CC=C1)C1=CC2=C(N=CNC2=O)O1 (6-phenylfuro[2,3-d]pyrimidin-4(3H)-one), N (ammonia), P(=O)(Cl)(Cl)Cl (phosphoryl chloride), Cl (HCl). Run in O (water). Reaction conditions: time 1 hour. Product: ClC=1C2=C(N=CN1)OC(=C2)C2=CC=CC=C2 (4-Chloro-6-phenylfuro[2,3-d]pyrimidine). RXN SMILES: [C:1]1([C:7]2[O:16][C:10]3[N:11]=[CH:12][NH:13][C:14](=O)[C:9]=3[CH:8]=2)[CH:6]=[CH:5][CH:4]=[CH:3][CH:2]=1.P(Cl)(Cl)([Cl:19])=O.Cl.N>O>[Cl:19][C:14]1[C:9]2[CH:8]=[C:7]([C:1]3[CH:6]=[CH:5][CH:4]=[CH:3][CH:2]=3)[O:16][C:10]=2[N:11]=[CH:12][N:13]=1. Procedure details: Suspend 50 g (235.6 mmol) 6-phenylfuro[2,3-d]pyrimidin-4(3H)-one at RT in 375 ml (4023 mmol) phosphoryl chloride and heat the mixture to boiling (evolution of HCl). After 1 h, cool the dark solution to RT and add dropwise to a vigorously stirred mixture of 1.25 litre water and 2.25 litre conc. ammonia solution (25 wt. %) (heating to 55-75° C., pH>9). At the end of addition, cool to RT and extract the mixture three times with 1.6 litre dichloromethane each time. Combine the organic phases, dry, a...